This data is from the Open Reaction Database (ORD), a public repository of structured organic reaction records. The task is: describe an organic reaction: reactants, conditions, products, and yield Product: COc1ccc(C(C)=NOCc2ccc([N+](=O)[O-])cc2)cc1OC. Starting materials: COc1ccc(C(C)=O)cc1OC, Cl, NOCc1ccc([N+](=O)[O-])cc1. Reaction SMILES: [CH3:1][O:2][c:3]1[cH:4][c:5]([C:11]([CH3:12])=[O:13])[cH:6][cH:7][c:8]1[O:9][CH3:10].[ClH:14].[N+:15](=[O:16])([O-:17])[c:18]1[cH:19][cH:20][c:21]([CH2:22][O:23][NH2:24])[cH:25][cH:26]1>>[CH3:1][O:2][c:3]1[cH:4][c:5]([C:11]([CH3:12])=[N:24][O:23][CH2:22][c:21]2[cH:20][cH:19][c:18]([N+:15](=[O:16])[O-:17])[cH:26][cH:25]2)[cH:6][cH:7][c:8]1[O:9][CH3:10]. Reactants: N[C@H]1[C@@H](C(OC2=C1C=C(C=C2)C#N)(C)C)O ((3S-trans)-4-amino-3,4-dihydro-3-hydroxy-2,2-dimethyl-2H-1-benzopyran-6-carbonitrile), compound, C1(=CC=CC=C1)C=1N=NSC1C(=O)O (4-phenyl-1,2,3-thiadiazole-5-carboxylic acid). The solvent is CO (MeOH). The product is C(#N)C=1C=CC2=C([C@H]([C@@H](C(O2)(C)C)O)NC(=O)C2=C(N=NS2)C2=CC=CC=C2)C1 ((3S-trans)-N-(6-Cyano-3,4-dihydro-3-hydroxy-2,2-dimethyl-2H-1-benzopyran-4-yl)-4-phenyl-1,2,3-thiadiazole-5-carboxamide). Reaction SMILES: [NH2:1][C@@H:2]1[C:7]2[CH:8]=[C:9]([C:12]#[N:13])[CH:10]=[CH:11][C:6]=2[O:5][C:4]([CH3:15])([CH3:14])[C@H:3]1[OH:16].[C:17]1([C:23]2[N:24]=[N:25][S:26][C:27]=2[C:28](O)=[O:29])[CH:22]=[CH:21][CH:20]=[CH:19][CH:18]=1>CO>[C:12]([C:9]1[CH:10]=[CH:11][C:6]2[O:5][C:4]([CH3:14])([CH3:15])[C@@H:3]([OH:16])[C@H:2]([NH:1][C:28]([C:27]3[S:26][N:25]=[N:24][C:23]=3[C:17]3[CH:18]=[CH:19][CH:20]=[CH:21][CH:22]=3)=[O:29])[C:7]=2[CH:8]=1)#[N:13]. Reported procedure: The title compound was prepared from (3S-trans)-4-amino-3,4-dihydro-3-hydroxy-2,2-dimethyl-2H-1-benzopyran-6-carbonitrile (the title B compound of Example 1) and 4-phenyl-1,2,3-thiadiazole-5-carboxylic acid by the same method as described for the title compound of Example 2 to give a colorless solid, m.p. 185° C. (decomposed). [α]D =-26.2° (c=0.80, MeOH).